From a dataset of the Open Reaction Database (ORD), a public repository of structured organic reaction records. describe an organic reaction: reactants, conditions, products, and yield The reactants are Cc1cccc(-c2nc(CCOc3ccc(C=CCO)cc3)c(C)o2)c1, ClCCl. Yields the product Cc1cccc(-c2nc(CCOc3ccc(C=CC=O)cc3)c(C)o2)c1. Reaction SMILES: [CH3:1][c:2]1[c:3]([CH2:14][CH2:15][O:16][c:17]2[cH:18][cH:19][c:20]([CH:23]=[CH:24][CH2:25][OH:26])[cH:21][cH:22]2)[n:4][c:5](-[c:7]2[cH:8][c:9]([CH3:13])[cH:10][cH:11][cH:12]2)[o:6]1.[Cl:27][CH2:28][Cl:29]>>[CH3:1][c:2]1[c:3]([CH2:14][CH2:15][O:16][c:17]2[cH:18][cH:19][c:20]([CH:23]=[CH:24][CH:25]=[O:26])[cH:21][cH:22]2)[n:4][c:5](-[c:7]2[cH:8][c:9]([CH3:13])[cH:10][cH:11][cH:12]2)[o:6]1. The reactants are CC(=O)O[BH-](OC(C)=O)OC(C)=O, C=O, C1CCOC1, [Na+], O, c1ccc(C2CCNCC2)cc1. Yields the product CN1CCC(c2ccccc2)CC1. Reaction SMILES: [C:15]([O:16][BH-:17]([O:18][C:19](=[O:20])[CH3:21])[O:22][C:23](=[O:24])[CH3:25])(=[O:26])[CH3:27].[CH2:13]=[O:14].[CH2:29]1[O:30][CH2:31][CH2:32][CH2:33]1.[Na+:28].[OH2:34].[c:1]1([CH:7]2[CH2:8][CH2:9][NH:10][CH2:11][CH2:12]2)[cH:2][cH:3][cH:4][cH:5][cH:6]1>>[c:1]1([CH:7]2[CH2:8][CH2:9][N:10]([CH3:15])[CH2:11][CH2:12]2)[cH:2][cH:3][cH:4][cH:5][cH:6]1. The reactants are [N+](=[N-])=C(C(=O)OC)C(=O)OC(C=C(C)C)C(Cl)(Cl)Cl (methyl (±)-3-methyl-1-trichloromethyl-2-butenyl diazomalonate), ethyl ester. Reagents/catalysts: [Cu] (copper). Run in CCCCCCCC (n-octane), C(C)(=O)OCC (ethyl acetate), CCCCCCCC (n-octane). Product: ClC(C1OC(C2(C(C12)(C)C)C(=O)OC)=O)(Cl)Cl (methyl (±)-4-trichloromethyl-6,6-dimethyl-2-oxo-3-oxabicyclo[3.1.0]-hexane-1-carboxylate). Isolated yield 96.0%. RXN SMILES: [N+](=[C:3]([C:8]([O:10][CH:11]([C:16]([Cl:19])([Cl:18])[Cl:17])[CH:12]=[C:13]([CH3:15])[CH3:14])=[O:9])[C:4]([O:6][CH3:7])=[O:5])=[N-]>CCCCCCCC.C(OCC)(=O)C.[Cu]>[Cl:17][C:16]([Cl:19])([Cl:18])[CH:11]1[CH:12]2[C:3]([C:4]([O:6][CH3:7])=[O:5])([C:13]2([CH3:15])[CH3:14])[C:8](=[O:9])[O:10]1. Reported procedure: To a refluxing suspension of copper powder (6.6 g, 0.104 mole) in 320 ml of n-octane was added dropwise in one hour a solution of methyl (±)-3-methyl-1-trichloromethyl-2-butenyl diazomalonate (6.6 g, 0.02 mole, prepared as described above for the ethyl ester) in 80 ml of n-octane. The reaction mixture was heated for 21/2 hours under reflux and then filtered while hot. The n-octane was evaporated from the filtrate under vacuum to produce a residue which was dissolved in ethyl acetate. The solutio... The reactants are NC1=NC=CC=C1O (2-amino-3-hydroxypyridine), COC1=C(CCl)C=CC=C1 (2-methoxybenzyl chloride). The reagents and catalysts are CCCCCCCC[N+](C)(CCCCCCCC)CCCCCCCC.[Cl-] (Adogen 464). Run in [OH-].[Na+] (sodium hydroxide), C(Cl)Cl (methylene chloride). Run at time 22 hour. Product: NC1=NC=CC=C1OCC1=C(C=CC=C1)OC (2-amino-3-(2-methoxybenzyloxy)pyridine). Yield: 38.1%. RXN SMILES: [NH2:1][C:2]1[C:7]([OH:8])=[CH:6][CH:5]=[CH:4][N:3]=1.[CH3:9][O:10][C:11]1[CH:18]=[CH:17][CH:16]=[CH:15][C:12]=1[CH2:13]Cl>CCCCCCCC[N+](CCCCCCCC)(CCCCCCCC)C.[Cl-].[OH-].[Na+].C(Cl)Cl>[NH2:1][C:2]1[C:7]([O:8][CH2:13][C:12]2[CH:15]=[CH:16][CH:17]=[CH:18][C:11]=2[O:10][CH3:9])=[CH:6][CH:5]=[CH:4][N:3]=1 |f:2.3,4.5|. Procedure details: To a mixture of 2-amino-3-hydroxypyridine (7.64 g) and Adogen 464 (Trademark: prepared by Aldrich Chemical Co.) (0.42 g) in 40% aqueous sodium hydroxide (35 ml) and methylene chloride (35 ml) was added 2-methoxybenzyl chloride (10.87 g) at ambient temperature. After being stirred for 22 hours, the organic layer was separated and the aqueous layer was extracted with methylene chloride. The combined extracts were washed with saturated sodium chloride aqueous solution, dried over magnesium sulfate,... Solvent: C(C)N(CC)CC (triethylamine). Procedure details: Analogously to Example 1, 160 mg of 2-cyclohexylmethyl-4-methyl-4-phenyl-1,2-pentanediol is reacted with 342 mg of pyridine-sulfur trioxide complex, 1.95 ml of DMSO and 0.39 ml of triethylamine to form 2-cyclohexylmethyl-2-hydroxy-4-methyl-4-phenylpentanal ('H-NMR (CDCl3); δ=0.90-1.60 (m, 10H), 1.30 (s, 3H), 1.41 (s, 3H), 1.76 (m, 2H), 1.95 (m, 1H), 2.20 (d, 1H), 2.35 (d, 1H), 2.97 (s, 1H), 7.20 (m, 1H), 7.30 (m, 4H), 8.76 (s, 1H)). The crude product is reacted with 137 mg of 5-aminoquinoline an... Yields the product C1(CCCCC1)CC(C=O)(CC(C)(C1=CC=CC=C1)C)O (2-cyclohexylmethyl-2-hydroxy-4-methyl-4-phenylpentanal). Reactants: C1(CCCCC1)CC(CO)(CC(C)(C1=CC=CC=C1)C)O (2-cyclohexylmethyl-4-methyl-4-phenyl-1,2-pentanediol), CS(=O)C (DMSO). RXN SMILES: [CH:1]1([CH2:7][C:8]([OH:21])([CH2:11][C:12]([CH3:20])([C:14]2[CH:19]=[CH:18][CH:17]=[CH:16][CH:15]=2)[CH3:13])[CH2:9][OH:10])[CH2:6][CH2:5][CH2:4][CH2:3][CH2:2]1.CS(C)=O>C(N(CC)CC)C>[CH:1]1([CH2:7][C:8]([OH:21])([CH2:11][C:12]([CH3:13])([C:14]2[CH:15]=[CH:16][CH:17]=[CH:18][CH:19]=2)[CH3:20])[CH:9]=[O:10])[CH2:2][CH2:3][CH2:4][CH2:5][CH2:6]1. Starting materials: O1CCN(CC1)C=1C=C(C(=O)OC)C=CC1 (Methyl 3-morpholinobenzoate), NN (hydrazine). Solvent: CO (methanol). Reaction conditions: temperature 65 celsius. Product: O1CCN(CC1)C=1C=C(C(=O)NN)C=CC1 (3-morpholinobenzohydrazide). The yield is 52.0%. Reaction SMILES: [O:1]1[CH2:6][CH2:5][N:4]([C:7]2[CH:8]=[C:9]([CH:14]=[CH:15][CH:16]=2)[C:10](OC)=[O:11])[CH2:3][CH2:2]1.[NH2:17][NH2:18]>CO>[O:1]1[CH2:6][CH2:5][N:4]([C:7]2[CH:8]=[C:9]([CH:14]=[CH:15][CH:16]=2)[C:10]([NH:17][NH2:18])=[O:11])[CH2:3][CH2:2]1. Procedure details: Methyl 3-morpholinobenzoate (100 mg, 0.452 mmol) was added to hydrazine (14.48 mg, 0.452 mmol) in methanol (10 mL) and refluxed for 12 h at 65° C. The reaction was monitored by TLC. Upon completion of the reaction and following cooling, the solvent was removed by vacuum and the compound was purified by column chromatography (2% CH3OH/CH2Cl2) affording the title compound as a solid (52 mg). 1H NMR (400 MHz, DMSO-d6): δ 9.69 (s, 1H), 7.35 (s, 1H), 7.27 (m, 2H), 7.07 (m, 1H), 4.45 (bs, 2H), 3.74 (m...